From a dataset of the Open Reaction Database (ORD), a public repository of structured organic reaction records. describe an organic reaction: reactants, conditions, products, and yield Starting materials: ClC(Cl)Cl, O=C(O)c1c(F)cccc1Cl, [N-]=[N+]=[N-], [Na+], [Na+], [OH-], O, O=S(=O)(O)O. Product: Nc1c(F)cccc1Cl. RXN SMILES: [CH:24]([Cl:25])([Cl:26])[Cl:27].[Cl:1][c:2]1[c:3]([C:4]([OH:5])=[O:6])[c:7]([F:11])[cH:8][cH:9][cH:10]1.[N-:18]=[N+:19]=[N-:20].[Na+:17].[Na+:22].[OH-:21].[OH2:23].[S:12](=[O:13])(=[O:14])([OH:15])[OH:16]>>[Cl:1][c:2]1[c:3]([NH2:18])[c:7]([F:11])[cH:8][cH:9][cH:10]1. Starting materials: BrC1=C(C(=CC=2NC(NC21)=O)Br)C(=O)OC (methyl 4,6-dibromo-2-oxo-2,3-dihydro-1H-benzimidazole-5-carboxylate), Cl (hydrochloric acid), [H-].[Na+] (sodium hydride), C(CC(C)C)Br (isopentyl bromide). The solvent is O (water), C(C)(=O)OCC (ethyl acetate), CN(C=O)C (N,N-dimethylformamide). Run at temperature 55 celsius, time 3 hour. The product is BrC1=C(C(=CC=2N(C(N(C21)CCC(C)C)=O)CCC(C)C)Br)C(=O)OC (methyl 4,6-dibromo-1,3-diisopentyl-2-oxo-2,3-dihydro-1H-benzimidazole-5-carboxylate). RXN SMILES: [Br:1][C:2]1[C:10]2[NH:9][C:8](=[O:11])[NH:7][C:6]=2[CH:5]=[C:4]([Br:12])[C:3]=1[C:13]([O:15][CH3:16])=[O:14].[H-].[Na+].[CH2:19](Br)[CH2:20][CH:21]([CH3:23])[CH3:22].Cl>CN(C)C=O.O.C(OCC)(=O)C>[Br:1][C:2]1[C:10]2[N:9]([CH2:19][CH2:20][CH:21]([CH3:23])[CH3:22])[C:8](=[O:11])[N:7]([CH2:10][CH2:2][CH:3]([CH3:13])[CH3:4])[C:6]=2[CH:5]=[C:4]([Br:12])[C:3]=1[C:13]([O:15][CH3:16])=[O:14] |f:1.2|. Reported procedure: In 10 ml of N,N-dimethylformamide are suspended 0.95 g of methyl 4,6-dibromo-2-oxo-2,3-dihydro-1H-benzimidazole-5-carboxylate, 0.24 g of 60% sodium hydride and 0.7 ml of isopentyl bromide. The suspension is stirred at 50-60° C. for 3 hours. The reaction mixture is added to a mixture of ethyl acetate and water, pH is adjusted to 2 with 2 mol/L hydrochloric acid, and the organic layer is separated. The organic layer thus obtained is washed with water and saturated aqueous solution of sodium chlori... Starting materials: C(CC)(=O)C=1C=NC2=C(C=CC=C2C1Cl)OCCCSC (3-Propanoyl-4-chloro-8-(3-methylthiopropoxy)quinoline), NC=1C(=CC=CC1)C (o-toluidine). Run in C(C)#N (acetonitrile). Yields the product C(CC)(=O)C=1C=NC2=C(C=CC=C2C1NC1=C(C=CC=C1)C)OCCCSC (3-propanoyl-4-(2-methylphenylamino)-8-(3-methylthiopropoxy)quinoline). The yield is 99.1%. Reaction SMILES: [C:1]([C:5]1[CH:6]=[N:7][C:8]2[C:13]([C:14]=1Cl)=[CH:12][CH:11]=[CH:10][C:9]=2[O:16][CH2:17][CH2:18][CH2:19][S:20][CH3:21])(=[O:4])[CH2:2][CH3:3].[NH2:22][C:23]1[C:24]([CH3:29])=[CH:25][CH:26]=[CH:27][CH:28]=1>C(#N)C>[C:1]([C:5]1[CH:6]=[N:7][C:8]2[C:13]([C:14]=1[NH:22][C:23]1[CH:28]=[CH:27][CH:26]=[CH:25][C:24]=1[CH3:29])=[CH:12][CH:11]=[CH:10][C:9]=2[O:16][CH2:17][CH2:18][CH2:19][S:20][CH3:21])(=[O:4])[CH2:2][CH3:3]. Reported procedure: 3-Propanoyl-4-chloro-8-(3-methylthiopropoxy)quinoline (1.2 g, 3.71 mmol) and o-toluidine (0.795 g, 7.42 mmol) was refluxed in acetonitrile (18 ml) for 100 min. The solvent was evaporated and the residue was purified by column chromatography (methylene chloride: methanol 100:3). 1.45 g (99%) of the title compound was obtained. Starting materials: C([O-])([O-])=O.[Na+].[Na+] (sodium carbonate), [Cl-].[NH4+] (ammonium chloride), C(C)(C)(C)OC(NC1=C(C=C(C(=C1)OC1=CC=C2C(=N1)SC(=N2)N)Cl)F)=O (tert-butyl{5-[(2-amino[1,3]thiazolo[5,4-b]pyridin-5-yl)oxy]-4-chloro-2-fluorophenyl}carbamate), C1(CC1)C(=O)Cl (cyclopropanecarbonyl chloride), C(O)([O-])=O.[Na+] (sodium hydrogen carbonate). Solvent: CO (methanol), O1CCCC1 (tetrahydrofuran), N1=CC=CC=C1 (pyridine). Conditions: time 4 hour. Product: C(C)(C)(C)OC(NC1=C(C=C(C(=C1)OC1=CC=C2C(=N1)SC(=N2)NC(=O)C2CC2)Cl)F)=O (tert-butyl[4-chloro-5-({2-[(cyclopropylcarbonyl)amino][1,3]thiazolo[5,4-b]pyridin-5-yl}oxy)-2-fluorophenyl]carbamate). Isolated yield 80.6%. Reaction SMILES: [C:1]([O:5][C:6](=[O:27])[NH:7][C:8]1[CH:13]=[C:12]([O:14][C:15]2[N:20]=[C:19]3[S:21][C:22]([NH2:24])=[N:23][C:18]3=[CH:17][CH:16]=2)[C:11]([Cl:25])=[CH:10][C:9]=1[F:26])([CH3:4])([CH3:3])[CH3:2].[CH:28]1([C:31](Cl)=[O:32])[CH2:30][CH2:29]1.C(=O)([O-])O.[Na+].C(=O)([O-])[O-].[Na+].[Na+].[Cl-].[NH4+]>N1C=CC=CC=1.CO.O1CCCC1>[C:1]([O:5][C:6](=[O:27])[NH:7][C:8]1[CH:13]=[C:12]([O:14][C:15]2[N:20]=[C:19]3[S:21][C:22]([NH:24][C:31]([CH:28]4[CH2:30][CH2:29]4)=[O:32])=[N:23][C:18]3=[CH:17][CH:16]=2)[C:11]([Cl:25])=[CH:10][C:9]=1[F:26])([CH3:4])([CH3:2])[CH3:3] |f:2.3,4.5.6,7.8|. Reported procedure: To a solution of tert-butyl{5-[(2-amino[1,3]thiazolo[5,4-b]pyridin-5-yl)oxy]-4-chloro-2-fluorophenyl}carbamate (1.30 g, 3.16 mmol) in pyridine (20 mL) was added cyclopropanecarbonyl chloride (345 μL, 3.80 mmol), and the mixture was stirred at room temperature for 4 hr. To the reaction mixture was added aqueous sodium hydrogen carbonate solution (30 mL), and the mixture was extracted with ethyl acetate (50 mL×3). The organic layer was washed successively with water (50 mL) and saturated brine (30...